This data is from the Open Reaction Database (ORD), a public repository of structured organic reaction records. The task is: describe an organic reaction: reactants, conditions, products, and yield The reactants are C1CCNCC1, Cc1cc(C=O)[nH]c1C(=O)N1CCN(C)CC1, CCO, O=C1Cc2c(ncnc2Nc2ccc(F)c(Cl)c2)N1. The product is Cc1cc(C=C2C(=O)Nc3ncnc(Nc4ccc(F)c(Cl)c4)c32)[nH]c1C(=O)N1CCN(C)CC1. As a reaction SMILES: [CH2:37]1[CH2:38][CH2:39][NH:40][CH2:41][CH2:42]1.[CH3:20][c:21]1[cH:22][c:23]([CH:35]=[O:36])[nH:24][c:25]1[C:26](=[O:27])[N:28]1[CH2:29][CH2:30][N:31]([CH3:34])[CH2:32][CH2:33]1.[CH3:43][CH2:44][OH:45].[Cl:1][c:2]1[cH:3][c:4]([NH:9][c:10]2[c:11]3[c:12]([n:13][cH:14][n:15]2)[NH:16][C:17](=[O:19])[CH2:18]3)[cH:5][cH:6][c:7]1[F:8]>>[Cl:1][c:2]1[cH:3][c:4]([NH:9][c:10]2[c:11]3[c:12]([n:13][cH:14][n:15]2)[NH:16][C:17](=[O:19])[C:18]3=[CH:35][c:23]2[cH:22][c:21]([CH3:20])[c:25]([C:26](=[O:27])[N:28]3[CH2:29][CH2:30][N:31]([CH3:34])[CH2:32][CH2:33]3)[nH:24]2)[cH:5][cH:6][c:7]1[F:8]. Reaction SMILES: C([O:5][C:6](=[O:17])[CH2:7][O:8][C:9]1[CH:14]=[CH:13][C:12]([Cl:15])=[CH:11][C:10]=1Br)(C)(C)C.[C:18]([C:21]1[CH:26]=[CH:25][C:24](B(O)O)=[CH:23][CH:22]=1)([OH:20])=[O:19]>>[C:6]([CH2:7][O:8][C:9]1[CH:14]=[CH:13][C:12]([Cl:15])=[CH:11][C:10]=1[C:24]1[CH:25]=[CH:26][C:21]([C:18]([OH:20])=[O:19])=[CH:22][CH:23]=1)([OH:5])=[O:17]. Procedure: The title compound was prepared by the method of example 1 step (ii) and step (iii) using the product from example 1 step (i) and 4-carboxyphenylboronic acid. Yield 0.035 g The reactants are C(C)(C)(C)OC(COC1=C(C=C(C=C1)Cl)Br)=O (tert-Butyl(2-bromo-4-chlorophenoxy)acetate), C(=O)(O)C1=CC=C(C=C1)B(O)O (4-carboxyphenylboronic acid). Yields the product C(=O)(O)COC1=C(C=C(C=C1)Cl)C1=CC=C(C=C1)C(=O)O (2′-(Carboxymethoxy)-5′-chlorobiphenyl-4-carboxylic acid). The reactants are F[B-](F)(C1=C(C)C=CC2=C1C=NN2C3CCCCO3)F.[K+], O=S(OC1=CC=C2N=CC=CC2=C1)(C(F)(F)F)=O. The reagents and catalysts are CC(C)(C)c1ccc(cc1)c2ccc(cc2)C(C)(C)C, CC(=O)[O-].CC(=O)[O-].[Pd+2]. Run in O, CN(C)C=O, CCC1=CC(CC)=CC=C1, CC#N, O, Cc1ccccc1, CCc1cc(CC)cc(CC)c1. Run at temperature 100 celsius, pressure 100 bar, time 1 minute. The product is CC(C=C1)=C(C2=CC=C(N=CC=C3)C3=C2)C4=C1N(C5OCCCC5)N=C4. Yield: 14.0%. The reactants are C(CCC)N1C(C(=C(C=C1)O)C#N)=O (1-Butyl-4-hydroxy-2-oxo-1,2-dihydro-pyridine-3-carbonitrile), O(Br)Br.[P+3] (phosphorus(III) oxybromide). The solvent is CN(C)C=O (DMF). Reaction conditions: temperature 110 celsius. The product is BrC1=C(C(N(C=C1)CCCC)=O)C#N (4-Bromo-1-butyl-2-oxo-1,2-dihydro-pyridine-3-carbonitrile). The yield is 70.9%. Reaction SMILES: [CH2:1]([N:5]1[CH:10]=[CH:9][C:8](O)=[C:7]([C:12]#[N:13])[C:6]1=[O:14])[CH2:2][CH2:3][CH3:4].O(Br)[Br:16].[P+3]>CN(C=O)C>[Br:16][C:8]1[CH:9]=[CH:10][N:5]([CH2:1][CH2:2][CH2:3][CH3:4])[C:6](=[O:14])[C:7]=1[C:12]#[N:13] |f:1.2|. Procedure: To a solution of intermediate 7 (39 g, 203 mmol) in DMF (600 ml) was added phosphorus(III) oxybromide (116 g, 406 mmol) and the mixture was heated at 110° C. for 1.5 hours. After cooling in an ice bath the solution was partitioned between water and EtOAc. After three extractions with EtOAc the combined organic fractions were washed with brine, dried over Na2SO4 and the solvent evaporated in vacuo. The crude product was purified by column chromatography (silica gel; DCM as eluent). The desired fr... Reactants: CCOCc1cc([N+](=O)[O-])ccc1N1C(=O)c2ccc(Cl)cc2C1=O, CCOC(C)=O, [H][H], [Rh]. Product: CCOCc1cc(N)ccc1N1C(=O)c2ccc(Cl)cc2C1=O. As a reaction SMILES: [CH2:1]([CH3:2])[O:3][CH2:4][c:5]1[c:6]([N:14]2[C:15](=[O:25])[c:16]3[c:17]([cH:20][c:21]([Cl:24])[cH:22][cH:23]3)[C:18]2=[O:19])[cH:7][cH:8][c:9]([N+:11]([O-:12])=[O:13])[cH:10]1.[CH3:28][CH2:29][O:30][C:31](=[O:32])[CH3:33].[H:26][H:27].[Rh:34]>>[CH2:1]([CH3:2])[O:3][CH2:4][c:5]1[c:6]([N:14]2[C:15](=[O:25])[c:16]3[c:17]([cH:20][c:21]([Cl:24])[cH:22][cH:23]3)[C:18]2=[O:19])[cH:7][cH:8][c:9]([NH2:11])[cH:10]1. The reactants are BrC1=C(C=C(N)C=C1)C(F)(F)F (4-bromo-3-(trifluoromethyl)aniline), CC(CCC(C)=O)=O (2,5-hexanedione). The reagents and catalysts are O.C1(=CC=C(C=C1)S(=O)(=O)O)C (p-toluenesulfonic acid-hydrate). Solvent: C1(=CC=CC=C1)C (toluene). Reaction conditions: time 2 hour. The product is BrC1=C(C=C(C=C1)N1C(=CC=C1C)C)C(F)(F)F (1-(4-bromo-3-trifluoromethyl-phenyl)-2,5-dimethyl-1H-pyrrole). Isolated yield 97.7%. As a reaction SMILES: [Br:1][C:2]1[CH:8]=[CH:7][C:5]([NH2:6])=[CH:4][C:3]=1[C:9]([F:12])([F:11])[F:10].[CH3:13][C:14](=O)[CH2:15][CH2:16][C:17](=O)[CH3:18]>C1(C)C=CC=CC=1.O.C1(C)C=CC(S(O)(=O)=O)=CC=1>[Br:1][C:2]1[CH:8]=[CH:7][C:5]([N:6]2[C:17]([CH3:18])=[CH:16][CH:15]=[C:14]2[CH3:13])=[CH:4][C:3]=1[C:9]([F:10])([F:11])[F:12] |f:3.4|. Procedure: In 50 mL of toluene, 3.6 g (15 mmol) of 4-bromo-3-(trifluoromethyl)aniline was dissolved, and 2.06 g (18 mmol) of 2,5-hexanedione and 54 mg (0.28 mmol) of p-toluenesulfonic acid-hydrate were added thereto and the mixture solution was refluxed with stirring for two hours. The reaction solution was partitioned between a saturated sodium bicarbonate solution and ethyl acetate and the organic layer was washed with a saturated sodium chloride solution and concentrated under reduced pressure. The obta... Starting materials: C(C)Br (Ethyl bromide), C(CC(=O)C)(=O)N (acetoacetamide), O (water), [OH-].[K+] (potassium hydroxide). Solvent: CO (methanol). Product: C(C)C(C(=O)N)C(=O)C (2-ethylacetoacetamide). Isolated yield 52.4%. Reaction SMILES: [C:1]([NH2:7])(=[O:6])[CH2:2][C:3]([CH3:5])=[O:4].O.[OH-].[K+].[CH2:11](Br)[CH3:12]>CO>[CH2:11]([CH:2]([C:3]([CH3:5])=[O:4])[C:1]([NH2:7])=[O:6])[CH3:12] |f:2.3|. Procedure: To a 500 mL, 5-necked flask, equipped with a circulating jacket, a thermometer, a nitrogen blanket line atop a condenser, an addition funnel, a syringe pump, and a mechanical stirrer, were charged 101.1 g of acetoacetamide (1.00 mol), 100 mL of deionized water and 100 g of methanol. The mixture was stirred at ambient temperature until all solids were dissolved. A 45% aqueous potassium hydroxide solution (99.6 g, 0.80 mol) was then added to the above solution through the addition funnel over a pe...